From a dataset of the Open Reaction Database (ORD), a public repository of structured organic reaction records. describe an organic reaction: reactants, conditions, products, and yield Reactants: BrC=1C(=NC=C(C(=O)NC2=CC=C(C=C2)OC(F)(F)F)C1)N1C[C@@H](CC1)O ((R)-5-bromo-6-(3-hydroxypyrrolidin-1-yl)-N-(4-(trifluoromethoxy)phenyl)nicotinamide), FC=1C=C(C=C(C1)B1OC(C(O1)(C)C)(C)C)C(C)(C)O (2-(3-fluoro-5-(4,4,5,5-tetramethyl-1,3,2-dioxaborolan-2-yl)phenyl)propan-2-ol). Yields the product FC=1C=C(C=C(C1)C(C)(C)O)C=1C(=NC=C(C(=O)NC2=CC=C(C=C2)OC(F)(F)F)C1)N1C[C@@H](CC1)O ((R)-5-(3-Fluoro-5-(2-hydroxypropan-2-yl)phenyl)-6-(3-hydroxypyrrolidin-1-yl)-N-(4-(trifluoromethoxy)phenyl)nicotinamide). As a reaction SMILES: Br[C:2]1[C:3]([N:22]2[CH2:26][CH2:25][C@@H:24]([OH:27])[CH2:23]2)=[N:4][CH:5]=[C:6]([CH:21]=1)[C:7]([NH:9][C:10]1[CH:15]=[CH:14][C:13]([O:16][C:17]([F:20])([F:19])[F:18])=[CH:12][CH:11]=1)=[O:8].[F:28][C:29]1[CH:30]=[C:31]([C:44]([OH:47])([CH3:46])[CH3:45])[CH:32]=[C:33](B2OC(C)(C)C(C)(C)O2)[CH:34]=1>>[F:28][C:29]1[CH:34]=[C:33]([C:2]2[C:3]([N:22]3[CH2:26][CH2:25][C@@H:24]([OH:27])[CH2:23]3)=[N:4][CH:5]=[C:6]([CH:21]=2)[C:7]([NH:9][C:10]2[CH:11]=[CH:12][C:13]([O:16][C:17]([F:19])([F:20])[F:18])=[CH:14][CH:15]=2)=[O:8])[CH:32]=[C:31]([C:44]([OH:47])([CH3:45])[CH3:46])[CH:30]=1. Reported procedure: The title compound was prepared in an analogous fashion to that described in Example 53 using (R)-5-bromo-6-(3-hydroxypyrrolidin-1-yl)-N-(4-(trifluoromethoxy)phenyl)nicotinamide (Stage 35.1) and 2-(3-fluoro-5-(4,4,5,5-tetramethyl-1,3,2-dioxaborolan-2-yl)phenyl)propan-2-ol and to afford a yellow resin. HPLC (Condition 4) tR=5.18 min, UPLC-MS (Condition 3) tR=1.10 min, m/z=520.3 [M+H]+; 1H-NMR (400 MHz, DMSO-d6) δ ppm 1.43 (d, J=1.96 Hz, 6H) 1.65-1.75 (m, 1H) 1.76-1.89 (m, 1H) 2.86 (d, J=10.95 Hz,... The reactants are N(C(=N)N)C=1SC=C(N1)CCCCC(OC)=N (methyl 5-(2-guanidinothiazol-4-yl)pentanoimidate), S(=O)(=O)(N)N (sulfamide). Run in CO (methanol). Reaction conditions: time 8 hour. Yields the product S(N)(=O)(=O)NC(CCCCC=1N=C(SC1)NC(=N)N)=N (N-sulfamoyl-5-(2-guanidinothiazol-4-yl)pentanoamidine). Isolated yield 43.0%. As a reaction SMILES: [NH:1]([C:5]1[S:6][CH:7]=[C:8]([CH2:10][CH2:11][CH2:12][CH2:13][C:14](=[NH:17])OC)[N:9]=1)[C:2]([NH2:4])=[NH:3].[S:18]([NH2:22])([NH2:21])(=[O:20])=[O:19]>CO>[S:18]([NH:22][C:14](=[NH:17])[CH2:13][CH2:12][CH2:11][CH2:10][C:8]1[N:9]=[C:5]([NH:1][C:2]([NH2:4])=[NH:3])[S:6][CH:7]=1)(=[O:20])(=[O:19])[NH2:21]. Reported procedure: 1.3 g of methyl 5-(2-guanidinothiazol-4-yl)pentanoimidate and 1.1 g of sulfamide were dissolved in 4.3 g of methanol, and the solution was allowed to stand overnight at room temperature. The solvent was distilled away under reduced pressure and the residue was purified by a silica gel column chromatography using a mixture of acetone and methanol as the developing solvent. The obtained crystals were dissolved in 0.4 ml of acetic acid, 4 ml of ehtanol and 8 ml of water, and the solution was treate... The reactants are Boc, Cl (HCl), IC=1C(=CC(=C(OC=2C(=NC(=NC2)N)N)C1)C(C)C)OC (5-(5-iodo-2-isopropyl-4-methoxy-phenoxy)-pyrimidine-2,4-diamine), C(=O)(OC(C)(C)C)NC(C(C)C)C(=O)O (Boc-DL-valine), C1(CCCCC1)N=C=NC1CCCCC1 (1,3-dicyclohexylcarbodiimide). The reagents and catalysts are CN(C1=CC=NC=C1)C (4-dimethylaminopyridine). Run in ClCCl (dichloromethane), C(C)OCC (diethyl ether), C(C)OCC (diethyl ether), ClCCl (dichloromethane). Conditions: time 60 hour. The product is NC(C(=O)NC1=NC=C(C(=N1)N)OC1=C(C=C(C(=C1)I)OC)C(C)C)C(C)C (2-amino-N-[4-amino-5-(5-iodo-2-isopropyl-4-methoxy-phenoxy)-pyrimidin-2-yl]-3-methyl-butyramide). Yield: 9.6%. Reaction SMILES: [I:1][C:2]1[C:3]([O:20][CH3:21])=[CH:4][C:5]([CH:17]([CH3:19])[CH3:18])=[C:6]([CH:16]=1)[O:7][C:8]1[C:9]([NH2:15])=[N:10][C:11]([NH2:14])=[N:12][CH:13]=1.C([NH:29][CH:30]([C:34](O)=[O:35])[CH:31]([CH3:33])[CH3:32])(OC(C)(C)C)=O.C1(N=C=NC2CCCCC2)CCCCC1.Cl>CN(C)C1C=CN=CC=1.ClCCl.C(OCC)C>[NH2:29][CH:30]([CH:31]([CH3:33])[CH3:32])[C:34]([NH:14][C:11]1[N:10]=[C:9]([NH2:15])[C:8]([O:7][C:6]2[CH:16]=[C:2]([I:1])[C:3]([O:20][CH3:21])=[CH:4][C:5]=2[CH:17]([CH3:19])[CH3:18])=[CH:13][N:12]=1)=[O:35]. Procedure details: To a suspension of compound 5-(5-iodo-2-isopropyl-4-methoxy-phenoxy)-pyrimidine-2,4-diamine (1.0 g, 2.5 mmoles), Boc-DL-valine (1.22 g, 5.6 mmoles), and 4-dimethylaminopyridine (1.0 g, 8.2 mmoles) in dichloromethane, was added 1,3-dicyclohexylcarbodiimide (2.4 g, 11.6 mmoles). The mixture was stirred at room temperature for 60 hours, and solids were filtered off. The filtrate was evaporated and the residue was dissolved in a mixture of concentrated aqueous ammonium hydroxide and methanol (5 ml/4... The reactants are CC(=O)OC(C)=O, Oc1cc[nH]n1, c1ccncc1. The product is CC(=O)n1ccc(O)n1. As a reaction SMILES: [CH3:7][C:8](=[O:9])[O:10][C:11](=[O:12])[CH3:13].[OH:1][c:2]1[n:3][nH:4][cH:5][cH:6]1.[cH:14]1[cH:15][cH:16][n:17][cH:18][cH:19]1>>[OH:1][c:2]1[n:3][n:4]([C:8]([CH3:7])=[O:9])[cH:5][cH:6]1.